This data is from the Open Reaction Database (ORD), a public repository of structured organic reaction records. The task is: describe an organic reaction: reactants, conditions, products, and yield Reactants: Cl.O1CCOCC1 (hydrochloric acid 1,4-dioxane), C(C)(=O)C=1C(=NN(C1C)C(=N)N)C (4-acetyl-3,5-dimethyl-1H-pyrazole-1-carboxamidine). Run in C(C)O (ethanol), CCOCC (ether). The product is Cl.C(C)(=O)C=1C(=NN(C1C)C(=N)N)C (4-acetyl-3,5-dimethyl-1H-pyrazole-1-carboxamidine hydrochloride). Reaction SMILES: [ClH:1].O1CCOCC1.[C:8]([C:11]1[C:12]([CH3:20])=[N:13][N:14]([C:17]([NH2:19])=[NH:18])[C:15]=1[CH3:16])(=[O:10])[CH3:9]>C(O)C.CCOCC>[ClH:1].[C:8]([C:11]1[C:12]([CH3:20])=[N:13][N:14]([C:17]([NH2:19])=[NH:18])[C:15]=1[CH3:16])(=[O:10])[CH3:9] |f:0.1,5.6|. Reported procedure: 0.7 ml of 4N-hydrochloric acid-1,4-dioxane solution were dropwise added to a solution of 484 mg of 4-acetyl-3,5-dimethyl-1H-pyrazole-1-carboxamidine in 1 ml of ethanol and 5 ml of ether. The crystals precipitated out were taken out by filtration to obtain 488 mg of 4-acetyl-3,5-dimethyl-1H-pyrazole-1-carboxamidine hydrochloride. The reactants are BrC=1C(=C2C(=C(N1)Cl)NC=C2C)C (5-bromo-7-chloro-3,4-dimethyl-1H-pyrrolo[2,3-c]pyridine), C(C)OB(OCC)C1=CC=CC=C1 (diethylphenyl boronic acid), C(=O)([O-])[O-].[Na+].[Na+] (Na2CO3), C1(=CC=CC=C1)C (toluene). The reagents and catalysts are C=1C=CC(=CC1)[P](C=2C=CC=CC2)(C=3C=CC=CC3)[Pd]([P](C=4C=CC=CC4)(C=5C=CC=CC5)C=6C=CC=CC6)([P](C=7C=CC=CC7)(C=8C=CC=CC8)C=9C=CC=CC9)[P](C=1C=CC=CC1)(C=1C=CC=CC1)C=1C=CC=CC1 (Pd(PPh3)4). Run at temperature 86 celsius, time 8 hour. Product: ClC=1N=C(C(=C2C1NC=C2C)C)C2=C(C=CC=C2CC)CC (7-Chloro-5-(2,6-diethyl-phenyl)-3,4-dimethyl-1H-pyrrolo[2,3-c]pyridine). RXN SMILES: Br[C:2]1[C:3]([CH3:13])=[C:4]2[C:11]([CH3:12])=[CH:10][NH:9][C:5]2=[C:6]([Cl:8])[N:7]=1.[CH2:14](OB(C1C=CC=CC=1)OCC)[CH3:15].[C:27]([O-])([O-])=O.[Na+].[Na+].[C:33]1([CH3:39])[CH:38]=[CH:37][CH:36]=[CH:35][CH:34]=1>C1C=CC([P]([Pd]([P](C2C=CC=CC=2)(C2C=CC=CC=2)C2C=CC=CC=2)([P](C2C=CC=CC=2)(C2C=CC=CC=2)C2C=CC=CC=2)[P](C2C=CC=CC=2)(C2C=CC=CC=2)C2C=CC=CC=2)(C2C=CC=CC=2)C2C=CC=CC=2)=CC=1>[Cl:8][C:6]1[N:7]=[C:2]([C:34]2[C:35]([CH2:14][CH3:15])=[CH:36][CH:37]=[CH:38][C:33]=2[CH2:39][CH3:27])[C:3]([CH3:13])=[C:4]2[C:11]([CH3:12])=[CH:10][NH:9][C:5]=12 |f:2.3.4,^1:43,45,64,83|. Procedure details: A mixture of 5-bromo-7-chloro-3,4-dimethyl-1H-pyrrolo[2,3-c]pyridine (610 mg, 2.34 mmol), diethylphenyl boronic acid (500 mg, 2.81 mmol), Pd(PPh3)4 (140 mg, 0.12 mmol) and Na2CO3 (2M, 5 mL) in toluene (30 mL) is degassed, and stirred at 86° C. overnight. The mixture is diluted with EtOAc and washed with water and brine. The organic layer is dried over MgSO4 and concentrated under reduced pressure. Chromatography of the residue on silica gel (Hexane/EtOAc, 4:1) gives the titled compound. 1H NMR: ... Reactants: CO, CC#N, Cl, [Na+], COC(=O)Cn1c(=O)n2c3c(cccc31)NC(=O)C2, [OH-]. Reaction SMILES: [CH3:23][OH:24].[CH3:25][C:26]#[N:27].[ClH:22].[Na+:21].[O:1]=[c:2]1[n:3]([CH2:15][C:16](=[O:17])[O:18][CH3:19])[c:4]2[c:5]3[n:6]1[CH2:7][C:8](=[O:14])[NH:9][c:10]3[cH:11][cH:12][cH:13]2.[OH-:20]>>[Na+:21].[O:1]=[c:2]1[n:3]([CH2:15][C:16](=[O:17])[O-:18])[c:4]2[c:5]3[n:6]1[CH2:7][C:8](=[O:14])[NH:9][c:10]3[cH:11][cH:12][cH:13]2. Yields the product [Na+], O=C([O-])Cn1c(=O)n2c3c(cccc31)NC(=O)C2. RXN SMILES: [CH2:27]([CH2:28][C:29]#[CH:30])[NH:31][C:32]([C:33]([CH3:34])([CH3:35])[CH3:36])=[O:37].[Cl:1][c:2]1[c:3]([O:19][S:20]([C:21]([F:22])([F:23])[F:24])(=[O:25])=[O:26])[c:4]2[c:5]([cH:17][cH:18]1)[CH2:6][CH2:7][N:8]([C:11]([C:12]([F:13])([F:14])[F:15])=[O:16])[CH2:9][CH2:10]2.[O:38]=[CH:39][N:40]([CH3:41])[CH3:42]>>[Cl:1][c:2]1[c:3]([C:30]#[C:29][CH2:28][CH2:27][NH:31][C:32]([C:33]([CH3:34])([CH3:35])[CH3:36])=[O:37])[c:4]2[c:5]([cH:17][cH:18]1)[CH2:6][CH2:7][N:8]([C:11]([C:12]([F:13])([F:14])[F:15])=[O:16])[CH2:9][CH2:10]2. Starting materials: C#CCCNC(=O)C(C)(C)C, O=C(N1CCc2ccc(Cl)c(OS(=O)(=O)C(F)(F)F)c2CC1)C(F)(F)F, CN(C)C=O. Product: CC(C)(C)C(=O)NCCC#Cc1c(Cl)ccc2c1CCN(C(=O)C(F)(F)F)CC2. The product is O=C(O)CCC(=O)c1ccc(C2CCCCC2)cc1. The reactants are CO, CCOC(=O)CCC(=O)c1ccc(C2CCCCC2)cc1, Cl, [K+], [OH-], O. As a reaction SMILES: [CH3:24][OH:25].[CH:1]1([c:7]2[cH:8][cH:9][c:10]([C:11](=[O:12])[CH2:13][CH2:14][C:15](=[O:16])[O:17][CH2:18][CH3:19])[cH:20][cH:21]2)[CH2:2][CH2:3][CH2:4][CH2:5][CH2:6]1.[ClH:23].[K+:27].[OH-:26].[OH2:22]>>[CH:1]1([c:7]2[cH:8][cH:9][c:10]([C:11](=[O:12])[CH2:13][CH2:14][C:15](=[O:16])[OH:17])[cH:20][cH:21]2)[CH2:2][CH2:3][CH2:4][CH2:5][CH2:6]1. The reactants are Clc1ncc(Br)cn1, COc1ccccc1Oc1c(NS(=O)(=O)c2ccc(C(C)(C)C)cc2)nc(N2CCOCC2)nc1OCC#CCO, C1CCOC1, CCOC(C)=O, [H-], [Na+], CN(C)C=O, O=C(O)CC(O)(CC(=O)O)C(=O)O. Product: COc1ccccc1Oc1c(NS(=O)(=O)c2ccc(C(C)(C)C)cc2)nc(N2CCOCC2)nc1OCC#CCOc1ncc(Br)cn1. RXN SMILES: [Br:44][c:45]1[cH:46][n:47][c:48]([Cl:51])[n:49][cH:50]1.[C:3]([CH3:4])([CH3:5])([CH3:6])[c:7]1[cH:8][cH:9][c:10]([S:13](=[O:14])(=[O:15])[NH:16][c:17]2[n:18][c:19]([N:38]3[CH2:39][CH2:40][O:41][CH2:42][CH2:43]3)[n:20][c:21]([O:32][CH2:33][C:34]#[C:35][CH2:36][OH:37])[c:22]2[O:23][c:24]2[c:25]([O:30][CH3:31])[cH:26][cH:27][cH:28][cH:29]2)[cH:11][cH:12]1.[CH2:57]1[O:58][CH2:59][CH2:60][CH2:61]1.[CH3:75][CH2:76][O:77][C:78](=[O:79])[CH3:80].[H-:2].[Na+:1].[O:52]=[CH:53][N:54]([CH3:55])[CH3:56].[OH:62][C:63]([CH2:64][C:65]([C:66](=[O:67])[OH:68])([CH2:69][C:70](=[O:71])[OH:72])[OH:73])=[O:74]>>[C:3]([CH3:4])([CH3:5])([CH3:6])[c:7]1[cH:8][cH:9][c:10]([S:13](=[O:14])(=[O:15])[NH:16][c:17]2[n:18][c:19]([N:38]3[CH2:39][CH2:40][O:41][CH2:42][CH2:43]3)[n:20][c:21]([O:32][CH2:33][C:34]#[C:35][CH2:36][O:37][c:48]3[n:47][cH:46][c:45]([Br:44])[cH:50][n:49]3)[c:22]2[O:23][c:24]2[c:25]([O:30][CH3:31])[cH:26][cH:27][cH:28][cH:29]2)[cH:11][cH:12]1. Reactants: BrCc1ccccc1, O=C([O-])[O-], CN(C)C=O, [Cs+], [Cs+], Nc1ccc(OS(=O)(=O)c2ccc(O)cc2)cc1[N+](=O)[O-], O. Reaction SMILES: [Br:28][CH2:29][c:30]1[cH:31][cH:32][cH:33][cH:34][cH:35]1.[C:1](=[O:2])([O-:3])[O-:4].[CH3:37][N:38]([CH3:39])[CH:40]=[O:41].[Cs+:5].[Cs+:6].[NH2:7][c:8]1[c:9]([N+:25](=[O:26])[O-:27])[cH:10][c:11]([O:14][S:15](=[O:16])(=[O:17])[c:18]2[cH:19][cH:20][c:21]([OH:24])[cH:22][cH:23]2)[cH:12][cH:13]1.[OH2:36]>>[NH2:7][c:8]1[c:9]([N+:25](=[O:26])[O-:27])[cH:10][c:11]([O:14][S:15](=[O:16])(=[O:17])[c:18]2[cH:19][cH:20][c:21]([O:24][CH2:29][c:30]3[cH:31][cH:32][cH:33][cH:34][cH:35]3)[cH:22][cH:23]2)[cH:12][cH:13]1. The product is Nc1ccc(OS(=O)(=O)c2ccc(OCc3ccccc3)cc2)cc1[N+](=O)[O-]. Starting materials: C(CCC)C=1N(C(N(N1)CCCOC(N(C1=CC=CC=C1)C)=O)=O)CC1=CC=C(C=C1)C1=C(C=CC=C1)C1=NN=NN1C(C1=CC=CC=C1)(C1=CC=CC=C1)C1=CC=CC=C1 (5-n-butyl-2,4-dihydro-2-[3-(N-methyl-N-phenylcarbamoyloxy)propyl]-4-[[2'-(N-trityltetrazol-5-yl)biphenyl-4-yl]methyl]-3H-1,2,4-triazol-3-one). Run in C(C)(=O)O (acetic acid). The product is C(CCC)C=1N(C(N(N1)CCCOC(N(C1=CC=CC=C1)C)=O)=O)CC1=CC=C(C=C1)C1=C(C=CC=C1)C1=NN=NN1 (5-n-Butyl-2,4-dihydro-2-[3-(N-methyl-N-phenylcarbamoyloxy)propyl]-4-[[2'-(5-tetrazolyl)biphenyl-4-yl]methyl]-3H-1,2,4-triazol-3-one). Yield: 68.0%. Reaction SMILES: [CH2:1]([C:5]1[N:6]([CH2:25][C:26]2[CH:31]=[CH:30][C:29]([C:32]3[CH:37]=[CH:36][CH:35]=[CH:34][C:33]=3[C:38]3[N:42](C(C4C=CC=CC=4)(C4C=CC=CC=4)C4C=CC=CC=4)[N:41]=[N:40][N:39]=3)=[CH:28][CH:27]=2)[C:7](=[O:24])[N:8]([CH2:10][CH2:11][CH2:12][O:13][C:14](=[O:23])[N:15]([CH3:22])[C:16]2[CH:21]=[CH:20][CH:19]=[CH:18][CH:17]=2)[N:9]=1)[CH2:2][CH2:3][CH3:4]>C(O)(=O)C>[CH2:1]([C:5]1[N:6]([CH2:25][C:26]2[CH:27]=[CH:28][C:29]([C:32]3[CH:37]=[CH:36][CH:35]=[CH:34][C:33]=3[C:38]3[NH:42][N:41]=[N:40][N:39]=3)=[CH:30][CH:31]=2)[C:7](=[O:24])[N:8]([CH2:10][CH2:11][CH2:12][O:13][C:14](=[O:23])[N:15]([CH3:22])[C:16]2[CH:17]=[CH:18][CH:19]=[CH:20][CH:21]=2)[N:9]=1)[CH2:2][CH2:3][CH3:4]. Procedure: Deprotection of 5-n-butyl-2,4-dihydro-2-[3-(N-methyl-N-phenylcarbamoyloxy)propyl]-4-[[2'-(N-trityltetrazol-5-yl)biphenyl-4-yl]methyl]-3H-1,2,4-triazol-3-one in 50% aqueous acetic acid was accomplished by the procedure of Example 3, Step B. After work-up, the residue was flash chromatographed over silica gel (35 mL for 0.13 mmole, gradient elution using 2-10% MeOH/CH2Cl2) to give the desired material as a foam in 68% yield, homogeneous by TLC in 10% MeOH/CH2Cl2, mass spectrum (FAB) m/e 567 (M+1)+... Yields the product C1(=CC=CC=C1)CN1C2=CC=CC(=C2C=2C(=CC=CC12)OCC(=O)O)C(N)=O ({9-[(phenyl)methyl]-5-carbamoylcarbazol-4-yl}oxyacetic acid). Procedure details: A solution of the {9-[(phenyl)methyl]-5-carbamoylcarbazol-4-yl}oxyacetic acid, methyl ester (10.1 mg, 0.025 mM) and 0.025 mL (0.025 mM) of 1 N NaOH in 3 mL of ethanol was stirred for 16 h at 25° C. The resultant white precipitate was collected by filtration, washed with a small amount of EtOH, then dried in vacuo to afford 7.1 mg (70%) of the {9-[(phenyl)methyl]-5-carbamoylcarbazol-4-yl}oxyacetic acid, sodium salt as a white powder. 1H NMR (DMSO-d6) δ7.6 (d, 1H, J=8 Hz), 7.5-7.05 (m, 11H), 6.55 ... Starting materials: C1(=CC=CC=C1)CN1C2=CC=CC(=C2C=2C(=CC=CC12)OCC(=O)OC)C(N)=O ({9-[(phenyl)methyl]-5-carbamoylcarbazol-4-yl}oxyacetic acid, methyl ester), [OH-].[Na+] (NaOH). Isolated yield 72.9%. Run in C(C)O (ethanol). As a reaction SMILES: [C:1]1([CH2:7][N:8]2[C:20]3[CH:19]=[CH:18][CH:17]=[C:16]([O:21][CH2:22][C:23]([O:25]C)=[O:24])[C:15]=3[C:14]3[C:9]2=[CH:10][CH:11]=[CH:12][C:13]=3[C:27](=[O:29])[NH2:28])[CH:6]=[CH:5][CH:4]=[CH:3][CH:2]=1.[OH-].[Na+]>C(O)C>[C:1]1([CH2:7][N:8]2[C:20]3[CH:19]=[CH:18][CH:17]=[C:16]([O:21][CH2:22][C:23]([OH:25])=[O:24])[C:15]=3[C:14]3[C:9]2=[CH:10][CH:11]=[CH:12][C:13]=3[C:27](=[O:29])[NH2:28])[CH:6]=[CH:5][CH:4]=[CH:3][CH:2]=1 |f:1.2|. Reactants: C1CCOC1, COc1ccc(CNc2nccc(Oc3ccc(NC(=O)CC(=O)Nc4ccc(F)cc4)cc3F)n2)cc1, COc1ccc(CNc2cc(Oc3ccc(NC(=O)NC(=O)Cc4ccc(F)cc4)cc3F)ncn2)cc1, CCOC(C)=O, CC(C)OC(C)C, ClCCl, O=C=NC(=O)Cc1ccc(F)cc1. Yields the product COc1ccc(CNc2nccc(Oc3ccc(NC(=O)NC(=O)Cc4ccc(F)cc4)cc3F)n2)cc1. RXN SMILES: [CH2:103]1[O:104][CH2:105][CH2:106][CH2:107]1.[CH3:1][O:2][c:3]1[cH:4][cH:5][c:6]([CH2:7][NH:8][c:9]2[n:10][cH:11][cH:12][c:13]([O:15][c:16]3[cH:17][cH:18][c:19]([NH:20][C:21](=[O:22])[CH2:23][C:24]([NH:25][c:26]4[cH:27][cH:28][c:29]([F:30])[cH:31][cH:32]4)=[O:33])[cH:34][c:35]3[F:36])[n:14]2)[cH:37][cH:38]1.[CH3:52][O:53][c:54]1[cH:55][cH:56][c:57]([CH2:58][NH:59][c:60]2[n:61][cH:62][n:63][c:64]([O:65][c:67]3[c:68]([F:87])[cH:69][c:70]([NH:73][C:74](=[O:75])[NH:76][C:77]([CH2:78][c:79]4[cH:80][cH:81][c:82]([F:85])[cH:83][cH:84]4)=[O:86])[cH:71][cH:72]3)[cH:66]2)[cH:88][cH:89]1.[CH3:97][CH2:98][O:99][C:100]([CH3:101])=[O:102].[CH:90]([O:91][CH:92]([CH3:93])[CH3:94])([CH3:95])[CH3:96].[Cl:108][CH2:109][Cl:110].[F:39][c:40]1[cH:41][cH:42][c:43]([CH2:44][C:45]([N:46]=[C:47]=[O:48])=[O:49])[cH:50][cH:51]1>>[CH3:1][O:2][c:3]1[cH:4][cH:5][c:6]([CH2:7][NH:8][c:9]2[n:10][cH:11][cH:12][c:13]([O:15][c:67]3[c:68]([F:87])[cH:69][c:70]([NH:73][C:74](=[O:75])[NH:76][C:77]([CH2:78][c:79]4[cH:80][cH:81][c:82]([F:85])[cH:83][cH:84]4)=[O:86])[cH:71][cH:72]3)[n:14]2)[cH:37][cH:38]1.